Dataset: the Open Reaction Database (ORD), a public repository of structured organic reaction records. Task: describe an organic reaction: reactants, conditions, products, and yield Reactants: COC1=C(C(=O)N=C=O)C(=CC=C1)OC (2,6-Dimethoxybenzoyl isocyanate), BrC1=CC=C(OC2=CC=C(C=N2)N)C=C1 (6-(4-bromophenoxy)-3-aminopyridine). Solvent: C(C)(=O)OCC (ethyl acetate). Product: COC1=C(C(=O)NC(=O)NC=2C=NC(=CC2)OC2=CC=C(C=C2)Br)C(=CC=C1)OC (1-(2,6-DIMETHOXYBENZOYL)-3-(6-(4-BROMOPHENOXY)-3-PYRIDINYL)UREA). RXN SMILES: [CH3:1][O:2][C:3]1[CH:13]=[CH:12][CH:11]=[C:10]([O:14][CH3:15])[C:4]=1[C:5]([N:7]=[C:8]=[O:9])=[O:6].[Br:16][C:17]1[CH:30]=[CH:29][C:20]([O:21][C:22]2[N:27]=[CH:26][C:25]([NH2:28])=[CH:24][CH:23]=2)=[CH:19][CH:18]=1>C(OCC)(=O)C>[CH3:15][O:14][C:10]1[CH:11]=[CH:12][CH:13]=[C:3]([O:2][CH3:1])[C:4]=1[C:5]([NH:7][C:8]([NH:28][C:25]1[CH:26]=[N:27][C:22]([O:21][C:20]2[CH:29]=[CH:30][C:17]([Br:16])=[CH:18][CH:19]=2)=[CH:23][CH:24]=1)=[O:9])=[O:6]. Procedure: 2,6-Dimethoxybenzoyl isocyanate (2.0 grams) and 6-(4-bromophenoxy)-3-aminopyridine (2.3 grams) were mixed in about 50 ml. of ethyl acetate at room temperature, and the reaction mixture stirred overnight (about 17 hours) at room temperature. The product was separated by filtration and crystallized from a mixture of ethyl acetate and ethanol, yield 0.9 gram, m.p., 177°-179° C. Starting materials: O=C([O-])[O-], C#CCBr, CN(C)C=O, Cn1c(C(F)(F)F)cnc(-c2cc(O)c(Cl)cc2Cl)c1=O, [K+], [K+], O. Yields the product C#CCOc1cc(-c2ncc(C(F)(F)F)n(C)c2=O)c(Cl)cc1Cl. As a reaction SMILES: [C:22](=[O:23])([O-:24])[O-:25].[CH2:28]([C:29]#[CH:30])[Br:31].[CH3:33][N:34]([CH3:35])[CH:36]=[O:37].[Cl:1][c:2]1[c:3](-[c:10]2[c:11](=[O:21])[n:12]([CH3:20])[c:13]([C:16]([F:17])([F:18])[F:19])[cH:14][n:15]2)[cH:4][c:5]([OH:9])[c:6]([Cl:8])[cH:7]1.[K+:26].[K+:27].[OH2:32]>>[Cl:1][c:2]1[c:3](-[c:10]2[c:11](=[O:21])[n:12]([CH3:20])[c:13]([C:16]([F:17])([F:18])[F:19])[cH:14][n:15]2)[cH:4][c:5]([O:9][CH2:30][C:29]#[CH:28])[c:6]([Cl:8])[cH:7]1. Reactants: C1CCOC1, CC(C)NC(C)C, O=C(Cl)CCl, [Li], Nc1ccc2cnccc2c1. Yields the product O=C(CCl)Nc1ccc2cnccc2c1. As a reaction SMILES: [CH2:25]1[O:26][CH2:27][CH2:28][CH2:29]1.[CH:12]([NH:13][CH:14]([CH3:15])[CH3:16])([CH3:17])[CH3:18].[Cl:20][CH2:21][C:22](=[O:23])[Cl:24].[Li:19].[NH2:1][c:2]1[cH:3][c:4]2[cH:5][cH:6][n:7][cH:8][c:9]2[cH:10][cH:11]1>>[NH:1]([c:2]1[cH:3][c:4]2[cH:5][cH:6][n:7][cH:8][c:9]2[cH:10][cH:11]1)[C:22]([CH2:21][Cl:20])=[O:23]. Starting materials: 150- to 250-g, C(=O)=O (CO2), C([C@@H]1[C@H]([C@@H]([C@H]([C@H](O1)O[C@]2([C@H]([C@@H]([C@H](O2)CO)O)O)CO)O)O)O)O (sucrose). Run in C(\C=C/C(=O)[O-])(=O)[O-].[Na+].[Na+] (sodium maleate). Reaction conditions: time 30 minute. Yields the product O=C[C@H](O)[C@@H](O)[C@H](O)[C@H](O)CO (Glucose). RXN SMILES: C(=O)=O.[CH2:4]([OH:26])[C@H:5]1[O:10][C@H:9]([O:11][C@]2(CO)O[C@H](CO)[C@@H](O)[C@@H]2O)[C@H:8]([OH:23])[C@@H:7]([OH:24])[C@@H:6]1[OH:25]>C([O-])(=O)/C=C\C([O-])=O.[Na+].[Na+]>[O:11]=[CH:9][C@@H:8]([C@H:7]([C@@H:6]([C@@H:5]([CH2:4][OH:26])[OH:10])[OH:25])[OH:24])[OH:23] |f:2.3.4|. Reported procedure: In vitro studies. Intestinal glucohydrolases were isolated from rat intestine. Male 150- to 250-g rats were fasted overnight and sacrificed by CO2 anesthesia. The entire small intestine was removed, flushed with 50 to 100 ml of cold saline and placed on an ice-cold glass plate. The mucosal layer was removed and homogenized in 5 times its volume of 0.5 M NaCl, 0.5 M KCl and 5 mM EDTA, pH 7.0. This homogenate was centrifuged at 20,000× g for 30 min and the pellet washed by suspension and recentrif...